This data is from the Open Reaction Database (ORD), a public repository of structured organic reaction records. The task is: describe an organic reaction: reactants, conditions, products, and yield Starting materials: C(C)N(C(C)C)C(C)C (N-ethyldiisopropylamine), N1(CCOCC1)C1=CC=C2C(NC=NC2=C1)=O (7-morpholin-4-yl-3H-quinazolin-4-one), P(=O)(Cl)(Cl)Cl (phosphoryl chloride). Run at temperature 115 celsius, time 2 hour. The product is ClC1=NC=NC2=CC(=CC=C12)N1CCOCC1 (4-chloro-7-morpholin-4-ylquinazoline). RXN SMILES: C(N(C(C)C)C(C)C)C.[N:10]1([C:16]2[CH:25]=[C:24]3[C:19]([C:20](=O)[NH:21][CH:22]=[N:23]3)=[CH:18][CH:17]=2)[CH2:15][CH2:14][O:13][CH2:12][CH2:11]1.P(Cl)(Cl)([Cl:29])=O>>[Cl:29][C:20]1[C:19]2[C:24](=[CH:25][C:16]([N:10]3[CH2:15][CH2:14][O:13][CH2:12][CH2:11]3)=[CH:17][CH:18]=2)[N:23]=[CH:22][N:21]=1. Procedure: 1.3 ml (7.57 mmol) of N-ethyldiisopropylamine were slowly added dropwise to a suspension of 3.5 g (15.11 mmol) of 7-morpholin-4-yl-3H-quinazolin-4-one in 20 ml of phosphoryl chloride. The reaction mixture was subsequently stirred at 115° C. for 2 h. Conventional work-up gave 3.75 g of 4-chloro-7-morpholin-4-ylquinazoline; HPLC/MS (M+H)+=250 as solid. As a reaction SMILES: [N+:1]([C:4]1[CH:9]=[CH:8][C:7]([S:10][CH2:11][C:12]#[N:13])=[CH:6][CH:5]=1)([O-:3])=[O:2].C[Si]([N:18]=[N+:19]=[N-:20])(C)C.C([Sn](=O)CCCC)CCC>C1(C)C=CC=CC=1>[N+:1]([C:4]1[CH:5]=[CH:6][C:7]([S:10][CH2:11][C:12]2[NH:20][N:19]=[N:18][N:13]=2)=[CH:8][CH:9]=1)([O-:3])=[O:2]. Isolated yield 80.7%. Product: [N+](=O)([O-])C1=CC=C(C=C1)SCC1=NN=NN1 (5-[[(4-nitrophenyl)sulfanyl]methyl]-1,2,3,4-tetrazole). The reactants are C[Si](C)(C)N=[N+]=[N-] (trimethylsilylazide), [N+](=O)([O-])C1=CC=C(C=C1)SCC#N (2-[(4-nitrophenyl)sulfanyl]acetonitrile), C(CCC)[Sn](CCCC)=O (dibutyl tin oxide). The solvent is C1(=CC=CC=C1)C (toluene). Procedure details: To 2-[(4-nitrophenyl)sulfanyl]acetonitrile (6.8 g) was added toluene (70 ml), and to this solution was added trimethylsilylazide (8.1 g) and then, dibutyl tin oxide (VI) (0.87 g), and the mixture was heated to reflux for 6 hours. After allowing the mixture to be cooled to room temperature, the solvent was removed under reduced pressure, and azeotropically distilled with methanol. To the obtained residue was added 10% aqueous solution (50 ml) of sodium carbonate, and the mixture was washed with e... The reactants are CNC(=O)C=1N(N=CN1)CC1=C(N=C2N1C=C(C=C2)C)C2=CC=C(C=C2)C (2-(6-Methyl-2-p-tolyl-imidazo[1,2-a]pyridin-3-ylmethyl)-2H-[1,2,4]triazole-3-carboxylic acid methylamide), FC=1C=CC=2N(C1)C(=C(N2)C2=CC=C(C=C2)F)CN2N=CN=C2C(=O)OC (methyl 1-((6-fluoro-2-(4-fluorophenyl)imidazo[1,2-a]pyridin-3-yl)methyl)-1H-1,2,4-triazole-5-carboxylate), CN (methylamine). Product: FC=1C=CC=2N(C1)C(=C(N2)C2=CC=C(C=C2)F)CN2N=CN=C2C(=O)NC (1-((6-fluoro-2-(4-fluorophenyl)imidazo[1,2-a]pyridin-3-yl)methyl)-N-methyl-1H-1,2,4-triazole-5-carboxamide). As a reaction SMILES: [CH3:1][NH:2]C(C1N(CC2N3C=C(C)C=CC3=NC=2C2C=CC(C)=CC=2)N=CN=1)=O.[F:28][C:29]1[CH:30]=[CH:31][C:32]2[N:33]([C:35]([CH2:45][N:46]3[C:50]([C:51]([O:53]C)=O)=[N:49][CH:48]=[N:47]3)=[C:36]([C:38]3[CH:43]=[CH:42][C:41]([F:44])=[CH:40][CH:39]=3)[N:37]=2)[CH:34]=1.CN>>[F:28][C:29]1[CH:30]=[CH:31][C:32]2[N:33]([C:35]([CH2:45][N:46]3[C:50]([C:51]([NH:2][CH3:1])=[O:53])=[N:49][CH:48]=[N:47]3)=[C:36]([C:38]3[CH:43]=[CH:42][C:41]([F:44])=[CH:40][CH:39]=3)[N:37]=2)[CH:34]=1. Procedure: The title compound was prepared according to the procedure described for compound 68 from methyl 1-((6-fluoro-2-(4-fluorophenyl)imidazo[1,2-a]pyridin-3-yl)methyl)-1H-1,2,4-triazole-5-carboxylate and methylamine. m/e+ 368 for C18H15F2N6O (M+H)+. The reactants are S(=O)(=O)(Cl)Cl (sulphuryl chloride), CN(CCOC1=CC=C(C=C1)[C@@H]1C2=C3CCC(C=C3CC[C@H]2[C@@H]2CCC([C@@]2(C)C1)=O)=O)C (11β-[4-[2-(dimethylamino)ethoxy]phenyl]-estra-4,9-diene-3,17-dione), AcOEt TEA, C([O-])(O)=O.[Na+] (sodium bicarbonate). The solvent is ClCCl (dichloromethane), N1=CC=CC=C1 (pyridine). Run at time 30 minute. Yields the product ClC1=C2CC[C@H]3[C@@H]4CCC([C@@]4(C)C[C@@H](C3=C2CCC1=O)C1=CC=C(C=C1)OCCN(C)C)=O (4-chloro-11beta-[4-[2-(dimethylamino)ethoxy]phenyl]-estra-4,9-diene-3,17-dione). Reaction SMILES: S(Cl)([Cl:4])(=O)=O.[CH3:6][N:7]([CH3:37])[CH2:8][CH2:9][O:10][C:11]1[CH:16]=[CH:15][C:14]([C@H:17]2[CH2:34][C@@:32]3([CH3:33])[C@@H:28]([CH2:29][CH2:30][C:31]3=[O:35])[C@H:27]3[C:18]2=[C:19]2[C:24]([CH2:25][CH2:26]3)=[CH:23][C:22](=[O:36])[CH2:21][CH2:20]2)=[CH:13][CH:12]=1.C(=O)(O)[O-].[Na+]>ClCCl.N1C=CC=CC=1>[Cl:4][C:23]1[C:22](=[O:36])[CH2:21][CH2:20][C:19]2[C:24]=1[CH2:25][CH2:26][C@@H:27]1[C:18]=2[C@@H:17]([C:14]2[CH:13]=[CH:12][C:11]([O:10][CH2:9][CH2:8][N:7]([CH3:6])[CH3:37])=[CH:16][CH:15]=2)[CH2:34][C@@:32]2([CH3:33])[C@H:28]1[CH2:29][CH2:30][C:31]2=[O:35] |f:2.3|. Procedure: 6 ml of sulphuryl chloride at 10% in dichloromethane is added under an inert atmosphere, at ambient temperature to a solution of 1.08 g of 11β-[4-[2-(dimethylamino)ethoxy]phenyl]-estra-4,9-diene-3,17-dione in 11 ml of pyridine and agitation is carried out for 30 minutes at approximately −36° C. The reaction medium is poured into sodium bicarbonate, followed by extraction, washing, drying and evaporating under reduced pressure until 1.84 g of crude product is obtained, which is purified by chroma... Reactants: C1(=CC=CC=C1)C#CC1CCN(CC1)C(=O)OC(C)(C)C (tert-butyl 4-(phenylethynyl)piperidine-1-carboxylate), Cl.CCOC(=O)C (hydrogen chloride EtOAc). Conditions: time 30 minute. Product: Cl.C1(=CC=CC=C1)C#CC1CCNCC1 (4-(phenylethynyl)piperidine hydrochloride). As a reaction SMILES: [C:1]1([C:7]#[C:8][CH:9]2[CH2:14][CH2:13][N:12](C(OC(C)(C)C)=O)[CH2:11][CH2:10]2)[CH:6]=[CH:5][CH:4]=[CH:3][CH:2]=1.[ClH:22].CCOC(C)=O>>[ClH:22].[C:1]1([C:7]#[C:8][CH:9]2[CH2:10][CH2:11][NH:12][CH2:13][CH2:14]2)[CH:6]=[CH:5][CH:4]=[CH:3][CH:2]=1 |f:1.2,3.4|. Procedure: 4 M hydrogen chloride/EtOAc solution (70 ml) was added to tert-butyl 4-(phenylethynyl)piperidine-1-carboxylate (7.0 g), followed by stirring at room temperature for 30 minutes. The solvent was evaporated to obtain 4-(phenylethynyl)piperidine hydrochloride (5.4 g) as a white powder. The reactants are COc1ccc(N2CCOCC2)c2sc(NC(=O)c3ccnc(Br)c3)nc12, [H-], [Na+], C1COCCO1, CN(C)C=O, OC1CCCCC1. Yields the product COc1ccc(N2CCOCC2)c2sc(NC(=O)c3ccnc(OC4CCCCC4)c3)nc12. As a reaction SMILES: [Br:1][c:2]1[cH:3][c:4]([C:5](=[O:6])[NH:7][c:8]2[s:9][c:10]3[c:11]([n:12]2)[c:13]([O:23][CH3:24])[cH:14][cH:15][c:16]3[N:17]2[CH2:18][CH2:19][O:20][CH2:21][CH2:22]2)[cH:25][cH:26][n:27]1.[H-:28].[Na+:29].[O:37]1[CH2:38][CH2:39][O:40][CH2:41][CH2:42]1.[O:43]=[CH:44][N:45]([CH3:46])[CH3:47].[OH:30][CH:31]1[CH2:32][CH2:33][CH2:34][CH2:35][CH2:36]1>>[c:2]1([O:30][CH:31]2[CH2:32][CH2:33][CH2:34][CH2:35][CH2:36]2)[cH:3][c:4]([C:5](=[O:6])[NH:7][c:8]2[s:9][c:10]3[c:11]([n:12]2)[c:13]([O:23][CH3:24])[cH:14][cH:15][c:16]3[N:17]2[CH2:18][CH2:19][O:20][CH2:21][CH2:22]2)[cH:25][cH:26][n:27]1. Product: N(=[N+]=[N-])C1C(N(CC1)[C@@H](C(=O)OC(C)(C)C)C)=O (tert-Butyl (2R)-2-(3-azido-2-oxopyrrolidin-1-yl)propanoate). Run in C(C)#N (acetonitrile), C(C)#N (acetonitrile). Reported procedure: To a solution of D-alanine tert-butylester (1.28 g) and N,N-diisopropylethyamine (1.22 ml) in acetonitrile (15 ml), was added a solution of ethyl 2-azido-4-bromobutanoate (1 g) and sodium iodide (0.02 g) in acetonitrile (5 ml). The mixture was heated at 60° C. for 60 h and then concentrated under pressure to give a brown oil. This oil was partitioned between DCM and water. The separated organic layer was washed further with water and dried (over magnesium sulphate), and concentrated under reduce... Reactants: C(C)(C)(C)OC([C@H](N)C)=O (D-alanine tert-butylester), C(C)(C)N(C(C)C)CC (N,N-diisopropylethyamine), N(=[N+]=[N-])C(C(=O)OCC)CCBr (ethyl 2-azido-4-bromobutanoate), [I-].[Na+] (sodium iodide). Yield: 18.9%. Run at temperature 60 celsius. RXN SMILES: [C:1]([O:5][C:6](=[O:10])[C@@H:7]([CH3:9])[NH2:8])([CH3:4])([CH3:3])[CH3:2].C(N(CC)C(C)C)(C)C.[N:20]([CH:23]([CH2:29][CH2:30]Br)[C:24](OCC)=[O:25])=[N+:21]=[N-:22].[I-].[Na+]>C(#N)C>[N:20]([CH:23]1[CH2:29][CH2:30][N:8]([C@H:7]([CH3:9])[C:6]([O:5][C:1]([CH3:4])([CH3:3])[CH3:2])=[O:10])[C:24]1=[O:25])=[N+:21]=[N-:22] |f:3.4|. The reactants are N(=O)[O-].[Na+] (sodium nitrite), C([O-])([O-])=O.[K+].[K+] (potassium carbonate), N1N=CC=CC=C1.C1(=CC=CC=C1)C1=NCC=2N(C3=C1C=CC=C3)C(=NN2)CCCCCCCCCCC (6-Phenyl-1-undecyl-4H-[1,2,4]triazolo[4,3-a][1,4]benzodiazepine diazepine), O1CCOCC1 (dioxane), S(O)(O)(=O)=O (sulfuric acid). Solvent: O (water), O (water). Reaction conditions: temperature 60 celsius, time 1 hour. The product is OCC1=NN=C(N1C1=C(C(=O)C2=CC=CC=C2)C=CC=C1)CCCCCCCCCCC (2-(3-hydroxymethyl-5-undecyl-1,2,4-triazol-4-yl)benzophenone). As a reaction SMILES: N1[CH:7]=[CH:6][CH:5]=[CH:4][CH:3]=N1.C1(C2[C:20]3[CH:21]=[CH:22][CH:23]=[CH:24][C:19]=3[N:18]3[C:25]([CH2:28][CH2:29][CH2:30][CH2:31][CH2:32][CH2:33][CH2:34][CH2:35][CH2:36][CH2:37][CH3:38])=[N:26][N:27]=[C:17]3[CH2:16]N=2)C=CC=CC=1.S(=O)(=O)(O)O.N([O-])=O.[Na+].C(=O)([O-])[O-:49].[K+].[K+].[O:54]1[CH2:59][CH2:58]OCC1>O>[OH:49][CH2:16][C:17]1[N:18]([C:19]2[CH:20]=[CH:21][CH:22]=[CH:23][C:24]=2[C:59]([C:58]2[CH:7]=[CH:6][CH:5]=[CH:4][CH:3]=2)=[O:54])[C:25]([CH2:28][CH2:29][CH2:30][CH2:31][CH2:32][CH2:33][CH2:34][CH2:35][CH2:36][CH2:37][CH3:38])=[N:26][N:27]=1 |f:0.1,3.4,5.6.7|. Procedure: 6-Phenyl-1-undecyl-4H-[1,2,4]triazolo[4,3-a][1,4]benzodiazepine diazepine (3.2 g) obtained in Example 19 was dissolved in dioxane (30 ml). Thereto were added water (30 ml) and sulfuric acid (2.1 ml) and the mixture was stirred at 60° C. for 1 hour. Thereto was gradually added dropwise a solution of sodium nitrite (5.5 g) in water (20 ml) and the mixture was stirred at 70° C. for 2 hours. After cooling, potassium carbonate was added thereto to make the reaction mixture alkaline. The mixture was e... Reactants: BrCC1=CC(=CC=C1)[N+](=O)[O-] (1-(bromomethyl)-3-nitrobenzene), [C-]#N.[Na+] (sodium cyanide). The solvent is CN(C)C=O (DMF). Conditions: temperature 70 celsius, time 5 hour. The product is [N+](=O)([O-])C=1C=C(C=CC1)CC#N (2-(3-nitrophenyl)acetonitrile). Isolated yield 55.1%. As a reaction SMILES: Br[CH2:2][C:3]1[CH:8]=[CH:7][CH:6]=[C:5]([N+:9]([O-:11])=[O:10])[CH:4]=1.[C-:12]#[N:13].[Na+]>CN(C=O)C>[N+:9]([C:5]1[CH:4]=[C:3]([CH2:2][C:12]#[N:13])[CH:8]=[CH:7][CH:6]=1)([O-:11])=[O:10] |f:1.2|. Procedure: A solution of 1-(bromomethyl)-3-nitrobenzene (30 g, 0.14 mol) in DMF (200 mL) was heated to 70° C., then sodium cyanide (17 g, 0.21 mol) was added slowly. The reaction mixture was stirred at 70° C. for 5 hours. The reaction was terminated by addition of water. The aqueous layer was extracted with ethyl acetate 3 times. The combined organic phase was washed with brine, dried over sodium sulfate. The crude product was purified by silica gel column chromatography (petroleum ether/ethyl acetate=10:1...